This data is from the Open Reaction Database (ORD), a public repository of structured organic reaction records. The task is: describe an organic reaction: reactants, conditions, products, and yield Reactants: BrCCCCCCBr, CN(C(=O)OC(C)(C)C)C1CCC(O)CC1. The product is CN(C(=O)OC(C)(C)C)C1CCC(OCCCCCCBr)CC1. As a reaction SMILES: [Br:17][CH2:18][CH2:19][CH2:20][CH2:21][CH2:22][CH2:23][Br:24].[C:1]([CH3:2])([CH3:3])([CH3:4])[O:5][C:6]([N:7]([CH3:8])[CH:9]1[CH2:10][CH2:11][CH:12]([OH:15])[CH2:13][CH2:14]1)=[O:16]>>[C:1]([CH3:2])([CH3:3])([CH3:4])[O:5][C:6]([N:7]([CH3:8])[CH:9]1[CH2:10][CH2:11][CH:12]([O:15][CH2:23][CH2:22][CH2:21][CH2:20][CH2:19][CH2:18][Br:17])[CH2:13][CH2:14]1)=[O:16].